Dataset: the Open Reaction Database (ORD), a public repository of structured organic reaction records. Task: describe an organic reaction: reactants, conditions, products, and yield Starting materials: N1N=CC2=CC(=CC=C12)C#N (1H-indazole-5-carbonitrile), C(=O)([O-])[O-].[Cs+].[Cs+] (Cs2CO3), BrCCC(=O)OCC (ethyl 3-bromopropanoate), ClCCC(=O)OCC (ethyl 3-chloropropanoate). Run in CN(C)C=O (DMF). Conditions: temperature 80 celsius, time 4 hour. The product is C(#N)C=1C=C2C=NN(C2=CC1)CCC(=O)OCC (Ethyl 3-(5-cyano-1H-indazol-1-yl)propanoate). RXN SMILES: [NH:1]1[C:9]2[C:4](=[CH:5][C:6]([C:10]#[N:11])=[CH:7][CH:8]=2)[CH:3]=[N:2]1.C([O-])([O-])=O.[Cs+].[Cs+].Br[CH2:19][CH2:20][C:21]([O:23][CH2:24][CH3:25])=[O:22].ClCCC(OCC)=O>CN(C=O)C>[C:10]([C:6]1[CH:5]=[C:4]2[C:9](=[CH:8][CH:7]=1)[N:1]([CH2:19][CH2:20][C:21]([O:23][CH2:24][CH3:25])=[O:22])[N:2]=[CH:3]2)#[N:11] |f:1.2.3|. Reported procedure: To a solution of 1H-indazole-5-carbonitrile (D1) (3.88 g, 27.3 mmol) in DMF (85 ml) was added Cs2CO3 (17.8 g, 54.6 mmol) and then ethyl 3-bromopropanoate (3.5 ml), 27 mmol) and ethyl 3-chloropropanoate (3.3 g, 24.2 mmol) were added. The reaction mixture was stirred at 80° C. for 4 hours and then allowed to cool. The solvent was removed in vacuo and the crude material was partitioned between EtOAc and water, the organics were separated, washed with brine, dried and evaporated. The crude was azeot... Reactants: ClS(=O)(=O)C=1C=CC(=C(C(=O)O)C1)F (5-Chlorosulfonyl-2-fluoro-benzoic acid), C1(CCCC1)N (cyclopentylamine), C(C)(C)N(CC)C(C)C (diisopropylethyl amine). Solvent: C(Cl)Cl (CH2Cl2). Product: C1(CCCC1)NS(=O)(=O)C=1C=CC(=C(C(=O)O)C1)F (5-cyclopentylsulfamoyl-2-fluoro -benzoic acid). Yield: 90.0%. As a reaction SMILES: Cl[S:2]([C:5]1[CH:6]=[CH:7][C:8]([F:14])=[C:9]([CH:13]=1)[C:10]([OH:12])=[O:11])(=[O:4])=[O:3].[CH:15]1([NH2:20])[CH2:19][CH2:18][CH2:17][CH2:16]1.C(N(C(C)C)CC)(C)C>C(Cl)Cl>[CH:15]1([NH:20][S:2]([C:5]2[CH:6]=[CH:7][C:8]([F:14])=[C:9]([CH:13]=2)[C:10]([OH:12])=[O:11])(=[O:4])=[O:3])[CH2:19][CH2:18][CH2:17][CH2:16]1. Procedure: 5-Chlorosulfonyl-2-fluoro-benzoic acid (A, 0.506 g, 0.0021 mol), cyclopentylamine (B, 0.1806 g, 0.00212 mol) and diisopropylethyl amine (DIEA, 1.1 mL, 0.00636 mol) in CH2Cl2 were stirred at room temperature overnight. The solvent was evaporated and the crude product was purified by silica gel chromatography (MeOH containing 10% AcOH)/CH2Cl2) to give 5-cyclopentylsulfamoyl-2-fluoro -benzoic acid (C, 0.55 g, 90%). After drying overnight under vacuum, C (0.48 g, 0.0016 mol) in SOCl2 (5 mL) was heat... The reactants are [H-].[Na+] (Sodium hydride), COC1=NC=C(C=C1)NC(=O)C1CC1 (N-(2-methoxy-5-pyridyl)-cyclopropane carboxamide), O1CCCC1 (tetrahydrofuran), ClCOCCOC (methoxyethyl chloromethyl ether). The solvent is CCOCC (ether). Run at time 8 hour. The product is COCCOCN(C(=O)C1CC1)C=1C=CC(=NC1)OC (N-methoxyethoxymethyl-N-(2-methoxy-5-pyridyl)-cyclopropane carboxamide). Yield: 61.2%. Reaction SMILES: [H-].[Na+].[CH3:3][O:4][C:5]1[CH:10]=[CH:9][C:8]([NH:11][C:12]([CH:14]2[CH2:16][CH2:15]2)=[O:13])=[CH:7][N:6]=1.O1CCCC1.Cl[CH2:23][O:24][CH2:25][CH2:26][O:27][CH3:28]>CCOCC>[CH3:23][O:24][CH2:25][CH2:26][O:27][CH2:28][N:11]([C:8]1[CH:9]=[CH:10][C:5]([O:4][CH3:3])=[N:6][CH:7]=1)[C:12]([CH:14]1[CH2:16][CH2:15]1)=[O:13] |f:0.1|. Reported procedure: Sodium hydride (0.33 g, 0.014 mol) and N-(2-methoxy-5-pyridyl)-cyclopropane carboxamide (92.5 g, 0.014 mol) were added to dry tetrahydrofuran (THF). This mixture was stirred under N2 for one hour when methoxyethyl chloromethyl ether (1.6 g, 0.014 mol) was added dropwise to the stirred mixture. The reaction was stirred overnight and diluted with ether and washed with water. The organic phase was dried over anhydrous magnesium sulfate, filtered, and evaporated in vacuo nto give 2.4 g of a yellow o... Reactants: CNCCC#N, CC(C)(C)OC(=O)N1CCNCC1, O=C(Cl)CCl. The product is CN(CCC#N)C(=O)CN1CCNCC1. As a reaction SMILES: [C:19](#[N:20])[CH2:21][CH2:22][NH:23][CH3:24].[C:1]([O:2][C:6](=[O:3])[N:8]1[CH2:9][CH2:10][NH:11][CH2:12][CH2:13]1)([CH3:4])([CH3:5])[CH3:7].[Cl:14][CH2:15][C:16](=[O:17])[Cl:18]>>[CH2:6]([N:8]1[CH2:9][CH2:10][NH:11][CH2:12][CH2:13]1)[C:16](=[O:17])[N:23]([CH2:22][CH2:21][C:19]#[N:20])[CH3:24]. The reactants are C(C)(C)(C)OC(NC1CCNCC1)=O (Piperidin-4-yl-carbamic acid tert-butyl ester), ClC1=CC=NC=C1 (4-Chloropyridine). The solvent is C(CCC)O.O.CCN(CC)CC (n-butanol water NEt3), C(Cl)Cl (DCM). The product is C(C)(C)(C)OC(NC1CCN(CC1)C1=CC=NC=C1)=O ((3,4,5,6-Tetrahydro-2H-[1,4′]bipyridinyl-4-yl)-carbamic acid tert-butyl ester). As a reaction SMILES: [C:1]([O:5][C:6](=[O:14])[NH:7][CH:8]1[CH2:13][CH2:12][NH:11][CH2:10][CH2:9]1)([CH3:4])([CH3:3])[CH3:2].Cl[C:16]1[CH:21]=[CH:20][N:19]=[CH:18][CH:17]=1>C(O)CCC.O.CCN(CC)CC.C(Cl)Cl>[C:1]([O:5][C:6](=[O:14])[NH:7][CH:8]1[CH2:13][CH2:12][N:11]([C:16]2[CH:21]=[CH:20][N:19]=[CH:18][CH:17]=2)[CH2:10][CH2:9]1)([CH3:4])([CH3:2])[CH3:3] |f:2.3.4|. Reported procedure: A solution of 3 g Piperidin-4-yl-carbamic acid tert-butyl ester and 2.5 g 4-Chloropyridine in 9 ml n-butanol/water/NEt3 1:1:1 was heated at 100° C. for 48 h. Then the solution was cooled to RT diluted with DCM and washed with NaHCO3 solution and water. The organic layer was dried over Na2SO4, filtered, and the solvent was removed under reduced pressure. Chromatographic purification of the residue on silica with DCM as eluent gave after evaporation of the fractions containing the product a white ...